Dataset: the Open Reaction Database (ORD), a public repository of structured organic reaction records. Task: describe an organic reaction: reactants, conditions, products, and yield Reactants: CC1=CSC2=C1C=CC=C2 (3-methyl-benzothiophene), CC(=O)OC(=O)C (Ac2O), OS(=O)(=O)O (H2SO4). Solvent: CCOC(=O)C (EtOAc), CCOC(=O)C (EtOAc). The product is CC1=C(SC2=C1C=CC=C2)S(=O)(=O)O (3-methylbenzothiophene-2-sulfonic acid). Isolated yield 13.9%. RXN SMILES: [CH3:1][C:2]1[C:6]2[CH:7]=[CH:8][CH:9]=[CH:10][C:5]=2[S:4][CH:3]=1.CC(OC(C)=O)=O.[OH:18][S:19](O)(=[O:21])=[O:20]>CCOC(C)=O>[CH3:1][C:2]1[C:6]2[CH:7]=[CH:8][CH:9]=[CH:10][C:5]=2[S:4][C:3]=1[S:19]([OH:21])(=[O:20])=[O:18]. Procedure details: A solution of 3-methyl-benzothiophene (900 mg, 6.1 mmol), Ac2O (1.75 mL, 18.5 mmol) and conc. H2SO4 (350 μL, 6.2 mmol) in EtOAc (5 mL) was stirred at room temperature for 3 h. The reaction mixture was diluted with EtOAc. The organic phase was washed with water and brine and then dried. Upon evaporation of some of the solvent the product precipitated. Et2O was added, and the precipitate was collected giving 193 mg of 3-methylbenzothiophene-2-sulfonic acid (14%). 1H NMR (400 MHz, DMSO-d6) δ ppm 2.... Starting materials: C1CCOC1, COC(=O)c1ccc(Sc2ccc(O)cc2)c(Nc2ncnc3nc(C(C)C)ccc23)c1, [Li+], [OH-]. As a reaction SMILES: [CH2:35]1[O:36][CH2:37][CH2:38][CH2:39]1.[CH3:1][O:2][C:3]([c:4]1[cH:5][c:6]([NH:18][c:19]2[c:20]3[c:21]([n:22][cH:23][n:24]2)[n:25][c:26]([CH:29]([CH3:30])[CH3:31])[cH:27][cH:28]3)[c:7]([S:10][c:11]2[cH:12][cH:13][c:14]([OH:17])[cH:15][cH:16]2)[cH:8][cH:9]1)=[O:32].[Li+:34].[OH-:33]>>[O:2]=[C:3]([c:4]1[cH:5][c:6]([NH:18][c:19]2[c:20]3[c:21]([n:22][cH:23][n:24]2)[n:25][c:26]([CH:29]([CH3:30])[CH3:31])[cH:27][cH:28]3)[c:7]([S:10][c:11]2[cH:12][cH:13][c:14]([OH:17])[cH:15][cH:16]2)[cH:8][cH:9]1)[OH:32]. Yields the product CC(C)c1ccc2c(Nc3cc(C(=O)O)ccc3Sc3ccc(O)cc3)ncnc2n1. Starting materials: C(C=C)N=C=O (allyl isocyanate), ClC(=CCl)OC1=C(C=CC=C1)S(=O)(=O)N (2-(1,2-dichlorovinyloxy)phenylsulfonamide), N12CCCCCC2=NCCC1 (1,8-diazabicyclo[5.4.0]undec-7-ene). Solvent: C(Cl)Cl (methylene chloride), C(Cl)Cl (methylene chloride). Yields the product ClC(=CCl)OC1=C(C=CC=C1)S(=O)(=O)NC(=O)NCC=C (N-[2-(1,2-dichlorovinyloxy)phenylsulfonyl]-N'-allylurea). As a reaction SMILES: [CH2:1]([N:4]=[C:5]=[O:6])[CH:2]=[CH2:3].[Cl:7][C:8]([O:11][C:12]1[CH:17]=[CH:16][CH:15]=[CH:14][C:13]=1[S:18]([NH2:21])(=[O:20])=[O:19])=[CH:9][Cl:10].N12CCCN=C1CCCCC2>C(Cl)Cl>[Cl:7][C:8]([O:11][C:12]1[CH:17]=[CH:16][CH:15]=[CH:14][C:13]=1[S:18]([NH:21][C:5]([NH:4][CH2:1][CH:2]=[CH2:3])=[O:6])(=[O:19])=[O:20])=[CH:9][Cl:10]. Procedure details: A solution of 3.3. g of allyl isocyanate in 10 ml of methylene chloride is added dropwise to a mixture of 10.7 g of 2-(1,2-dichlorovinyloxy)phenylsulfonamide and 6.1 g of 1,8-diazabicyclo[5.4.0]undec-7-ene in 100 ml of methylene chloride, with stirring. When the exothermic reaction has subsided, stirring of the reaction mixture is continued at 20° to 25° C. for a further hour and the solvent is then evaporated off. The residue is dissolved in 5% sodium carbonate solution. The solution is filtere... Starting materials: FC(C1=C(CN2CCC(CC2)C=O)C=CC(=C1)C(F)(F)F)(F)F (1-[2,4-bis(trifluoromethyl)benzyl]piperidine-4-carbaldehyde), O[C@H]1[C@@H](COC1)NC1=NC(SC1)=O (4-[trans-(4-hydroxytetrahydrofuran-3-yl)amino]-1,3-thiazol-2(5H)-one), C(C)(=O)[O-].[NH2+]1CCCCC1 (piperidinium acetate). The solvent is CC(C)O (2-propanol). Conditions: temperature 80 celsius, time 8 hour. Yields the product FC(C1=C(CN2CCC(CC2)\C=C/2\C(=NC(S2)=O)N[C@@H]2COC[C@H]2O)C=CC(=C1)C(F)(F)F)(F)F ((5Z)-5-({1-[2,4-bis(trifluoromethyl)benzyl]piperidin-4-yl}methylidene)-4-[trans-(4-hydroxytetrahydrofuran-3-yl)amino]-1,3-thiazol-2(5H)-one). Yield: 46.8%. As a reaction SMILES: [F:1][C:2]([F:23])([F:22])[C:3]1[CH:17]=[C:16]([C:18]([F:21])([F:20])[F:19])[CH:15]=[CH:14][C:4]=1[CH2:5][N:6]1[CH2:11][CH2:10][CH:9]([CH:12]=O)[CH2:8][CH2:7]1.[OH:24][C@@H:25]1[CH2:29][O:28][CH2:27][C@H:26]1[NH:30][C:31]1[CH2:35][S:34][C:33](=[O:36])[N:32]=1.C([O-])(=O)C.[NH2+]1CCCCC1>CC(O)C>[F:23][C:2]([F:1])([F:22])[C:3]1[CH:17]=[C:16]([C:18]([F:21])([F:20])[F:19])[CH:15]=[CH:14][C:4]=1[CH2:5][N:6]1[CH2:11][CH2:10][CH:9](/[CH:12]=[C:35]2/[C:31]([NH:30][C@H:26]3[C@H:25]([OH:24])[CH2:29][O:28][CH2:27]3)=[N:32][C:33](=[O:36])[S:34]/2)[CH2:8][CH2:7]1 |f:2.3|. Reported procedure: To a solution of 1-[2,4-bis(trifluoromethyl)benzyl]piperidine-4-carbaldehyde (649 mg) in 2-propanol (10 mL) were added 4-[trans-(4-hydroxytetrahydrofuran-3-yl)amino]-1,3-thiazol-2(5H)-one (580 mg) and piperidinium acetate (283 mg). The reaction mixture was stirred at 80° C. overnight, and the solvent was evaporated under reduced pressure. The residue was purified by silica gel column chromatography (ethyl acetate/hexane) and recrystallized from ethyl acetate/heptane to give the title compound (4... Reactants: C(C)(C)(C)OC(=O)N1[C@@H](CC(C1)=NOC)C(=O)O ((2S,4EZ)-1-(tert-butoxycarbonyl)-4-(methoxyimino)-2-pyrrolidinecarboxylic acid), CC1=C(C=CC=C1)C1=CC(=C(C=C1)C(=O)O)C (2′,3-dimethyl[1,1′-biphenyl]-4-carboxylic acid), NCCC=1C=C(C=CC1)O (3-(2-aminoethyl)phenol). Yields the product CC1=C(C=CC=C1)C1=CC(=C(C=C1)C(=O)N1[C@@H](CC(C1)=NOC)C(=O)NCCC1=CC(=CC=C1)O)C ((2S,4EZ)-1-[(2′,3-dimethyl[1,1′-biphenyl]-4-yl)carbonyl]-N-[2-(3-hydroxyphenyl)ethyl]-4-(methoxyimino)-2-pyrrolidinecarboxamide). RXN SMILES: C(O[C:6]([N:8]1[CH2:12][C:11](=[N:13][O:14][CH3:15])[CH2:10][C@H:9]1[C:16]([OH:18])=O)=[O:7])(C)(C)C.[CH3:19][C:20]1[CH:25]=[CH:24][CH:23]=[CH:22][C:21]=1[C:26]1[CH:31]=[CH:30][C:29](C(O)=O)=[C:28]([CH3:35])[CH:27]=1.[NH2:36][CH2:37][CH2:38][C:39]1[CH:40]=[C:41]([OH:45])[CH:42]=[CH:43][CH:44]=1>>[CH3:19][C:20]1[CH:25]=[CH:24][CH:23]=[CH:22][C:21]=1[C:26]1[CH:31]=[CH:30][C:29]([C:6]([N:8]2[CH2:12][C:11](=[N:13][O:14][CH3:15])[CH2:10][C@H:9]2[C:16]([NH:36][CH2:37][CH2:38][C:39]2[CH:44]=[CH:43][CH:42]=[C:41]([OH:45])[CH:40]=2)=[O:18])=[O:7])=[C:28]([CH3:35])[CH:27]=1. Procedure details: Following the general method as outlined in Example 22, starting from (2S,4EZ)-1-(tert-butoxycarbonyl)-4-(methoxyimino)-2-pyrrolidinecarboxylic acid, 2′,3-dimethyl[1,1′-biphenyl]-4-carboxylic acid, and 3-(2-aminoethyl)phenol, the title compound was obtained in 89% purity by HPLC. MS(ESI+): m/z=486. Reactants: [Al+3], CCCCc1ncc(C#N)c(NCc2ccc(-c3ccccc3-c3nnnn3C(c3ccccc3)(c3ccccc3)c3ccccc3)cc2)n1, [H-], [H-], [H-], [H-], [Li+]. Product: CCCCc1ncc(CN)c(NCc2ccc(-c3ccccc3-c3nnnn3C(c3ccccc3)(c3ccccc3)c3ccccc3)cc2)n1. RXN SMILES: [Al+3:52].[CH2:1]([CH2:2][CH2:3][CH3:4])[c:5]1[n:6][cH:7][c:8]([C:49]#[N:50])[c:9]([NH:11][CH2:12][c:13]2[cH:14][cH:15][c:16](-[c:19]3[c:20](-[c:25]4[n:26][n:27][n:28][n:29]4[C:30]([c:31]4[cH:32][cH:33][cH:34][cH:35][cH:36]4)([c:37]4[cH:38][cH:39][cH:40][cH:41][cH:42]4)[c:43]4[cH:44][cH:45][cH:46][cH:47][cH:48]4)[cH:21][cH:22][cH:23][cH:24]3)[cH:17][cH:18]2)[n:10]1.[H-:51].[H-:54].[H-:55].[H-:56].[Li+:53]>>[CH2:1]([CH2:2][CH2:3][CH3:4])[c:5]1[n:6][cH:7][c:8]([CH2:49][NH2:50])[c:9]([NH:11][CH2:12][c:13]2[cH:14][cH:15][c:16](-[c:19]3[c:20](-[c:25]4[n:26][n:27][n:28][n:29]4[C:30]([c:31]4[cH:32][cH:33][cH:34][cH:35][cH:36]4)([c:37]4[cH:38][cH:39][cH:40][cH:41][cH:42]4)[c:43]4[cH:44][cH:45][cH:46][cH:47][cH:48]4)[cH:21][cH:22][cH:23][cH:24]3)[cH:17][cH:18]2)[n:10]1. Starting materials: COc1ccc(-c2c(-c3ccccc3)oc3ncnc(Cl)c23)cc1, [H-], [Na+], CN(C)C=O, O, N#CCCCCCO. The product is COc1ccc(-c2c(-c3ccccc3)oc3ncnc(OCCCCCC#N)c23)cc1. As a reaction SMILES: [Cl:11][c:12]1[c:13]2[c:14]([n:15][cH:16][n:17]1)[o:18][c:19](-[c:29]1[cH:30][cH:31][cH:32][cH:33][cH:34]1)[c:20]2-[c:21]1[cH:22][cH:23][c:24]([O:27][CH3:28])[cH:25][cH:26]1.[H-:9].[Na+:10].[O:36]=[CH:37][N:38]([CH3:39])[CH3:40].[OH2:35].[OH:1][CH2:2][CH2:3][CH2:4][CH2:5][CH2:6][C:7]#[N:8]>>[O:1]([CH2:2][CH2:3][CH2:4][CH2:5][CH2:6][C:7]#[N:8])[c:12]1[c:13]2[c:14]([n:15][cH:16][n:17]1)[o:18][c:19](-[c:29]1[cH:30][cH:31][cH:32][cH:33][cH:34]1)[c:20]2-[c:21]1[cH:22][cH:23][c:24]([O:27][CH3:28])[cH:25][cH:26]1. The reactants are CC(=O)O, CCC1(CC)c2cc(C(N)=O)ccc2CC(OC)C1NCCC(CC1CCC(O)CC1)C(=O)OC, CO, [Na+], [OH-], O. Product: CCC1(CC)c2cc(C(N)=O)ccc2CC(OC)C1NCCC(CC1CCC(O)CC1)C(=O)O. As a reaction SMILES: [C:41]([OH:42])(=[O:43])[CH3:44].[CH3:1][O:2][C:3]([CH:4]([CH2:5][CH2:6][NH:7][CH:8]1[C:9]([CH2:23][CH3:24])([CH2:25][CH3:26])[c:10]2[cH:11][c:12]([C:20]([NH2:21])=[O:22])[cH:13][cH:14][c:15]2[CH2:16][CH:17]1[O:18][CH3:19])[CH2:27][CH:28]1[CH2:29][CH2:30][CH:31]([OH:34])[CH2:32][CH2:33]1)=[O:35].[CH3:39][OH:40].[Na+:38].[OH-:37].[OH2:36]>>[O:2]=[C:3]([CH:4]([CH2:5][CH2:6][NH:7][CH:8]1[C:9]([CH2:23][CH3:24])([CH2:25][CH3:26])[c:10]2[cH:11][c:12]([C:20]([NH2:21])=[O:22])[cH:13][cH:14][c:15]2[CH2:16][CH:17]1[O:18][CH3:19])[CH2:27][CH:28]1[CH2:29][CH2:30][CH:31]([OH:34])[CH2:32][CH2:33]1)[OH:35]. Starting materials: CC(CN1C=NC=2C(=NC=3C=NC=CC3C21)N)C (1-(2-methylpropyl)-1H-imidazo[4,5-c][1,7]naphthyridin-4-amine), [H][H] (hydrogen). The reagents and catalysts are [Pt]=O (platinum oxide). Run in FC(C(=O)O)(F)F (trifluoroacetic acid). Product: CC(CN1C=NC=2C(=NC=3CNCCC3C21)N)C (6,7,8,9-tetrahydro-1-(2-methylpropyl)-1H-imidazo[4,5-c][1,7]naphthyridin-4-amine). The yield is 0.1%. As a reaction SMILES: [CH3:1][CH:2]([CH3:18])[CH2:3][N:4]1[C:16]2[C:15]3[CH:14]=[CH:13][N:12]=[CH:11][C:10]=3[N:9]=[C:8]([NH2:17])[C:7]=2[N:6]=[CH:5]1.[H][H]>FC(F)(F)C(O)=O.[Pt]=O>[CH3:1][CH:2]([CH3:18])[CH2:3][N:4]1[C:16]2[C:15]3[CH2:14][CH2:13][NH:12][CH2:11][C:10]=3[N:9]=[C:8]([NH2:17])[C:7]=2[N:6]=[CH:5]1. Procedure details: A catalytic amount of platinum oxide was added to a solution of 1-(2-methylpropyl)-1H-imidazo[4,5-c][1,7]naphthyridin-4-amine (0.4 g, 1.66 mol)) in trifluoroacetic acid. The reaction mixture was reduced on a Parr apparatus at 50 psi (3.5 Kg/cm2) hydrogen pressure overnight. The reaction mixture was filtered and washed with methanol to remove the catalyst. The filtrate was concentrated under vacuum. The residue was combined with dichloromethane and aqueous sodium bicarbonate was added until the m... Reactants: CN=C=O, Nc1ccc(SC(CCc2ccc(Cl)cc2)Cn2ccnc2)cc1, C1CCOC1. Yields the product CNC(=O)Nc1ccc(SC(CCc2ccc(Cl)cc2)Cn2ccnc2)cc1. RXN SMILES: [CH3:25][N:26]=[C:27]=[O:28].[Cl:1][c:2]1[cH:3][cH:4][c:5]([CH2:8][CH2:9][CH:10]([CH2:11][n:12]2[cH:13][n:14][cH:15][cH:16]2)[S:17][c:18]2[cH:19][cH:20][c:21]([NH2:24])[cH:22][cH:23]2)[cH:6][cH:7]1.[O:29]1[CH2:30][CH2:31][CH2:32][CH2:33]1>>[Cl:1][c:2]1[cH:3][cH:4][c:5]([CH2:8][CH2:9][CH:10]([CH2:11][n:12]2[cH:13][n:14][cH:15][cH:16]2)[S:17][c:18]2[cH:19][cH:20][c:21]([NH:24][C:27]([NH:26][CH3:25])=[O:28])[cH:22][cH:23]2)[cH:6][cH:7]1.